This data is from the Open Reaction Database (ORD), a public repository of structured organic reaction records. The task is: describe an organic reaction: reactants, conditions, products, and yield Starting materials: FC1=CC=C(C=C1)C1=C(C=2C(=NC(=C(C2)C(=C)C)NS(=O)(=O)C)O1)C(=O)NC (2-(4-Fluorophenyl)-N-methyl-6-(methylsulfonamido)-5-(prop-1-en-2-yl)furo[2,3-b]pyridine-3-carboxamide), C(=C)[B-](F)(F)F.[K+] (Potassium vinyltrifluoroborate). The product is FC1=CC=C(C=C1)C1=C(C=2C(=NC(=C(C2)C=C)NS(=O)(=O)C)O1)C(=O)NC (2-(4-Fluorophenyl)-N-methyl-6-(methylsulfonamido)-5-vinylfuro[2,3-b]pyridine-3-carboxamide). As a reaction SMILES: [F:1][C:2]1[CH:7]=[CH:6][C:5]([C:8]2[O:24][C:11]3=[N:12][C:13]([NH:19][S:20]([CH3:23])(=[O:22])=[O:21])=[C:14]([C:16](C)=[CH2:17])[CH:15]=[C:10]3[C:9]=2[C:25]([NH:27][CH3:28])=[O:26])=[CH:4][CH:3]=1.C([B-](F)(F)F)=C.[K+]>>[F:1][C:2]1[CH:7]=[CH:6][C:5]([C:8]2[O:24][C:11]3=[N:12][C:13]([NH:19][S:20]([CH3:23])(=[O:21])=[O:22])=[C:14]([CH:16]=[CH2:17])[CH:15]=[C:10]3[C:9]=2[C:25]([NH:27][CH3:28])=[O:26])=[CH:4][CH:3]=1 |f:1.2|. Reported procedure: 2-(4-Fluorophenyl)-N-methyl-6-(methylsulfonamido)-5-vinylfuro[2,3-b]pyridine-3-carboxamide is prepared by analogy to 2-(4-Fluorophenyl)-N-methyl-6-(methylsulfonamido)-5-(prop-1-en-2-yl)furo[2,3-b]pyridine-3-carboxamide, step A of Example 33. Potassium vinyltrifluoroborate may be used as the coupling partner. Reactants: O=C([O-])[O-], COS(=O)(=O)OC, CCC(C)=O, [K+], [K+], COC(=O)c1ccc(OC(C)C)cc1O. Product: COC(=O)c1ccc(OC(C)C)cc1OC. Reaction SMILES: [C:16](=[O:17])([O-:18])[O-:19].[CH3:22][O:23][S:24]([O:25][CH3:26])(=[O:27])=[O:28].[CH3:29][C:30](=[O:31])[CH2:32][CH3:33].[K+:20].[K+:21].[OH:1][c:2]1[c:3]([C:4](=[O:5])[O:6][CH3:7])[cH:8][cH:9][c:10]([O:12][CH:13]([CH3:14])[CH3:15])[cH:11]1>>[O:1]([c:2]1[c:3]([C:4](=[O:5])[O:6][CH3:7])[cH:8][cH:9][c:10]([O:12][CH:13]([CH3:14])[CH3:15])[cH:11]1)[CH3:16]. Reactants: crude product, C(C)(C)(C)OC(NC1=C(C=C(C=C1)Cl)N)=O ((2-amino-4-chloro-phenyl)-carbamic acid tert-butyl ester), C(C)(C)(C)OC(CC(=O)C1=CC(=CC=C1)C1=NC(=NC=C1)C)=O (3-[3-(2-methyl-pyrimidin-4-yl)-phenyl]-3-oxo-propionic acid tert-butyl ester). The product is ClC=1C=CC2=C(NC(CC(=N2)C2=CC(=CC=C2)C2=NC(=NC=C2)C)=O)C1 (8-Chloro-4-[3-(2-methyl-pyrimidin-4-yl)-phenyl]-1,3-dihydro-benzo[b][1,4]diazepin-2-one), solid. Reaction SMILES: C(OC(=O)[NH:7][C:8]1[CH:13]=[CH:12][C:11]([Cl:14])=[CH:10][C:9]=1[NH2:15])(C)(C)C.C(O[C:22](=[O:39])[CH2:23][C:24]([C:26]1[CH:31]=[CH:30][CH:29]=[C:28]([C:32]2[CH:37]=[CH:36][N:35]=[C:34]([CH3:38])[N:33]=2)[CH:27]=1)=O)(C)(C)C>>[Cl:14][C:11]1[CH:12]=[CH:13][C:8]2[N:7]=[C:24]([C:26]3[CH:31]=[CH:30][CH:29]=[C:28]([C:32]4[CH:37]=[CH:36][N:35]=[C:34]([CH3:38])[N:33]=4)[CH:27]=3)[CH2:23][C:22](=[O:39])[NH:15][C:9]=2[CH:10]=1. Procedure details: The title compound was prepared from (2-amino-4-chloro-phenyl)-carbamic acid tert-butyl ester (Example J4) (121 mg, 0.5 mmol) and 3-[3-(2-methyl-pyrimidin-4-yl)-phenyl]-3-oxo-propionic acid tert-butyl ester (Example K42) (187 mg, 0.6 mmol) according to the general procedure M and subsequent treatment of the crude product according to the general procedure N. Obtained as a light yellow solid (49 mg). Starting materials: CC(C)(C)OC(=O)NC1CCC(Cn2cc3ccccc3n2)C1, ClCCl, O=C(O)C(F)(F)F. Product: O=C(O)C(F)(F)F, NC1CCC(Cn2cc3ccccc3n2)C1. As a reaction SMILES: [C:1]([O:2][C:3]([CH3:4])([CH3:5])[CH3:6])(=[O:7])[NH:8][CH:9]1[CH2:10][CH:11]([CH2:14][n:15]2[n:16][c:17]3[cH:18][cH:19][cH:20][cH:21][c:22]3[cH:23]2)[CH2:12][CH2:13]1.[Cl:31][CH2:32][Cl:33].[F:24][C:25]([C:26](=[O:27])[OH:28])([F:29])[F:30]>>[F:24][C:25]([C:26](=[O:27])[OH:28])([F:29])[F:30].[NH2:8][CH:9]1[CH2:10][CH:11]([CH2:14][n:15]2[n:16][c:17]3[cH:18][cH:19][cH:20][cH:21][c:22]3[cH:23]2)[CH2:12][CH2:13]1. The reactants are COC1=CC=C(CN(C2=NC(=NC(=N2)C)C=2C(=NC=C(C2)Cl)NC=2C=CC(=NC2)N)CC2=CC=C(C=C2)OC)C=C1 (N5-(3-(4-(bis(4-methoxybenzyl)amino)-6-methyl-1,3,5-triazin-2-yl)-5-chloropyridin-2-yl)pyridine-2,5-diamine), N1=CC=CC=C1 (pyridine), C(C)(=O)OC(C)=O (acetic anhydride). Run in CN(C)C=O (DMF). Run at time 8 hour. Yields the product COC1=CC=C(CN(C2=NC(=NC(=N2)C)C=2C(=NC=C(C2)Cl)NC=2C=CC(=NC2)NC(C)=O)CC2=CC=C(C=C2)OC)C=C1 (N-(5-(3-(4-(bis(4-methoxybenzyl)amino)-6-methyl-1,3,5-triazin-2-yl)-5-chloropyridin-2-ylamino)pyridin-2-yl)acetamide). Isolated yield 101.2%. RXN SMILES: [CH3:1][O:2][C:3]1[CH:41]=[CH:40][C:6]([CH2:7][N:8]([CH2:31][C:32]2[CH:37]=[CH:36][C:35]([O:38][CH3:39])=[CH:34][CH:33]=2)[C:9]2[N:14]=[C:13]([CH3:15])[N:12]=[C:11]([C:16]3[C:17]([NH:23][C:24]4[CH:25]=[CH:26][C:27]([NH2:30])=[N:28][CH:29]=4)=[N:18][CH:19]=[C:20]([Cl:22])[CH:21]=3)[N:10]=2)=[CH:5][CH:4]=1.N1C=CC=CC=1.[C:48](OC(=O)C)(=[O:50])[CH3:49]>CN(C=O)C>[CH3:39][O:38][C:35]1[CH:34]=[CH:33][C:32]([CH2:31][N:8]([CH2:7][C:6]2[CH:5]=[CH:4][C:3]([O:2][CH3:1])=[CH:41][CH:40]=2)[C:9]2[N:14]=[C:13]([CH3:15])[N:12]=[C:11]([C:16]3[C:17]([NH:23][C:24]4[CH:25]=[CH:26][C:27]([NH:30][C:48](=[O:50])[CH3:49])=[N:28][CH:29]=4)=[N:18][CH:19]=[C:20]([Cl:22])[CH:21]=3)[N:10]=2)=[CH:37][CH:36]=1. Procedure: A solution of N5-(3-(4-(bis(4-methoxybenzyl)amino)-6-methyl-1,3,5-triazin-2-yl)-5-chloropyridin-2-yl)pyridine-2,5-diamine (0.0551 g, 0.097 mmol) and pyridine (0.05 mL, 0.618 mmol) in DMF (2 mL) was treated dropwise with acetic anhydride (Aldrich) (10.0 μl, 0.107 mmol) at 0° C. The orange solution was stirred at rt overnight. The mixture was concentrated in vacuo to reduce the solvent volume to about 1 mL. Water (2 mL) and brine (20 mL) were added and the aqueous phase was extracted with 25% iPrO...